From a dataset of the Open Reaction Database (ORD), a public repository of structured organic reaction records. describe an organic reaction: reactants, conditions, products, and yield Reactants: N1CCCC1 (pyrrolidine), N1C(=CC=C1)\C=C\1/C(NC2=CC(=CC=C12)NC(CC(=O)NC1=CC=C(C=C1)F)=O)=O ((Z)—N1-(3-((1H-pyrrol-2-yl)methylene)-2-oxoindolin-6-yl)-N3-(4-fluorophenyl)malonamide), N1C(=CC=C1)C=O (pyrrole-2-carbaldehyde), C(C)O (ethanol). Product: N1C(=CC=C1)\C=C\1/C(NC2=CC(=CC=C12)NC(=O)N1C(N(CC1)C)=O)=O ((Z)—N-(3-((1H-pyrrol-2-yl)methylene)-2-oxoindolin-6-yl)-3-methyl-2-oxoimidazolidine-1-carboxamide). Procedure: A catalytic amount of pyrrolidine (0.001 mmol) was added to compound D75 (1 mmol) and pyrrole-2-carbaldehyde (1.2 mmol) in ethanol (5 mL). After addition the reaction was carried out using microwave (CEM, Discover) at 100° C. (200 W: Standard mode) for 15 mins. Crude product was precipitated after cooling to RT, collected by filtration, washed with ethanol and air dried. YD: 55.06%; mp: 267-272° C. (charring). 1H NMR (400 MHz, DMSO-d6) δ: 2.788 (s, 3H), 3.420 (t, J=8.2 Hz, 2H), 3.766 (t, J=8.2 H... As a reaction SMILES: [NH:1]1[CH2:5]C[CH2:3][CH2:2]1.[NH:6]1[CH:10]=[CH:9][CH:8]=[C:7]1/[CH:11]=[C:12]1\[C:13](=[O:35])[NH:14][C:15]2[C:20]\1=[CH:19][CH:18]=[C:17]([NH:21][C:22](=[O:34])CC(NC1C=CC(F)=CC=1)=O)[CH:16]=2.[NH:36]1C=CC=C1C=O.[CH2:43]([OH:45])C>>[NH:6]1[CH:10]=[CH:9][CH:8]=[C:7]1/[CH:11]=[C:12]1\[C:13](=[O:35])[NH:14][C:15]2[C:20]\1=[CH:19][CH:18]=[C:17]([NH:21][C:22]([N:36]1[CH2:3][CH2:2][N:1]([CH3:5])[C:43]1=[O:45])=[O:34])[CH:16]=2. Starting materials: COc2ccc1ccccc1c2 (substrate), Cc3cccc(n2cnc1ccccc12)c3 (effective_coupling_partner). Reagents/catalysts: P(o-tolyl)3. Conditions: temperature 90 celsius, time 16 hour. Yields the product Cc5cccc(n4c(c2ccc1ccccc1c2)nc3ccccc34)c5. Starting materials: C(C)N (Ethylamine), BrCC(OCC)OCC (1-bromo-2,2-diethoxyethane). The product is C(C)NCC(OCC)OCC (N-ethyl-N-(2,2-diethoxyethyl)amine). RXN SMILES: [CH2:1]([NH2:3])[CH3:2].Br[CH2:5][CH:6]([O:10][CH2:11][CH3:12])[O:7][CH2:8][CH3:9]>>[CH2:1]([NH:3][CH2:5][CH:6]([O:10][CH2:11][CH3:12])[O:7][CH2:8][CH3:9])[CH3:2]. Procedure details: Ethylamine (38 grams) and 1-bromo-2,2-diethoxyethane (20 grams) were charged into a glass reaction vessel equipped with a mechanical stirrer, thermometer and reflux condenser. The reaction mixture was heated at reflux overnight. After this time the mixture was washed with aqueous sodium hydroxide and the organic phase separated from the aqueous phase. The organic phase was then distilled to yield the desired product N-ethyl-N-(2,2-diethoxyethyl)amine as an oil.